Dataset: the Open Reaction Database (ORD), a public repository of structured organic reaction records. Task: describe an organic reaction: reactants, conditions, products, and yield Starting materials: NC1=C(C(=O)O)C=C(C=C1)Br (2-Amino-5-bromobenzoic acid), C(C)O (ethanol), OS(=O)(=O)O (H2SO4). The product is NC1=C(C(=O)OCC)C=C(C=C1)Br (2-amino-5-bromobenzoic acid, ethyl ester). Reaction SMILES: [NH2:1][C:2]1[CH:10]=[CH:9][C:8]([Br:11])=[CH:7][C:3]=1[C:4]([OH:6])=[O:5].OS(O)(=O)=O.[CH2:17](O)[CH3:18]>>[NH2:1][C:2]1[CH:10]=[CH:9][C:8]([Br:11])=[CH:7][C:3]=1[C:4]([O:6][CH2:17][CH3:18])=[O:5]. Procedure details: 2-Amino-5-bromobenzoic acid (24.7 g, 11.4 mol) was dissolved in 350 mL of ethanol and 2, and 5 mL of concentrated H2SO4 was added. The mixture was refluxed under N2 for 12 h. The solvent was removed and the residue was added with EtOAc. The mixture was extracted with 1N NaOH. The organic solution was washed with brine, dried over MgSO4. It was concentrated and chromatographed with CH2Cl2 to give 3.19 g of 2-amino-5-bromobenzoic acid, ethyl ester. MS (AP+): 243.9, 246, M+H. The reactants are NC1=NC=C(C(=N1)C1=C(C=C(C=C1)Cl)C1(OCC(O1)CCl)C1=C(C=CC=C1)F)C#N (2-Amino-4-[2-[4-(chloromethyl)-2-(2-fluorophenyl)-1,3-dioxolan-2-yl]-4-chlorophenyl]pyrimidine-5-carbonitrile). Procedure: A solution of 0.2 g (0.448 mmole) of the end product of Example 9 in 20 ml of methanol and 10 ml of 3N hydrochloric acid was refluxed for 20 mins and the solvent was evaporated. The residue was partitioned between 50 ml of dichloromethane and 30 ml of dilute ammonium hydroxide, and the organic layer was dried, concentrated and filtered through 15 g of Florisil. The column was eluted with 200 ml of ether which was concentrated, filtered and recrystallized from dichloromethane/ether/petrol to give... Run in CO (methanol), Cl (hydrochloric acid). Reaction SMILES: [NH2:1][C:2]1[N:7]=[C:6]([C:8]2[CH:13]=[CH:12][C:11]([Cl:14])=[CH:10][C:9]=2[C:15]2([C:22]3[CH:27]=[CH:26][CH:25]=[CH:24][C:23]=3[F:28])OC(CCl)C[O:16]2)[C:5]([C:29]#[N:30])=[CH:4][N:3]=1>CO.Cl>[NH2:1][C:2]1[N:7]=[C:6]([C:8]2[CH:13]=[CH:12][C:11]([Cl:14])=[CH:10][C:9]=2[C:15](=[O:16])[C:22]2[CH:27]=[CH:26][CH:25]=[CH:24][C:23]=2[F:28])[C:5]([C:29]#[N:30])=[CH:4][N:3]=1. Product: NC1=NC=C(C(=N1)C1=C(C=C(C=C1)Cl)C(C1=C(C=CC=C1)F)=O)C#N (2-Amino-4-[2-(2-fluorobenzoyl)-4-chlorophenyl]-pyrimidine-5-carbonitrile). Starting materials: C([O-])([O-])=O.[K+].[K+] (potassium carbonate), C(CCC)OC1=NC(=C2N=C(NC2=N1)OC)N (2-(Butyloxy)-8-(methyloxy)-9H-purin-6-amine), BrCCCN1C(C2=CC=CC=C2C1=O)=O (2-(3-bromopropyl)-1H-isoindole-1,3(2H)-dione). Solvent: CN(C)C=O (DMF). Run at time 15 minute. Yields the product NC1=C2N=C(N(C2=NC(=N1)OCCCC)CCCN1C(C2=CC=CC=C2C1=O)=O)OC (2-{3-[6-Amino-2-(butyloxy)-8-(methyloxy)-9H-purin-9-yl]propyl}-1H-isoindole-1,3(2H)-dione). Reaction SMILES: [CH2:1]([O:5][C:6]1[N:14]=[C:13]2[C:9]([N:10]=[C:11]([O:15][CH3:16])[NH:12]2)=[C:8]([NH2:17])[N:7]=1)[CH2:2][CH2:3][CH3:4].C(=O)([O-])[O-].[K+].[K+].Br[CH2:25][CH2:26][CH2:27][N:28]1[C:36](=[O:37])[C:35]2[C:30](=[CH:31][CH:32]=[CH:33][CH:34]=2)[C:29]1=[O:38]>CN(C=O)C>[NH2:17][C:8]1[N:7]=[C:6]([O:5][CH2:1][CH2:2][CH2:3][CH3:4])[N:14]=[C:13]2[C:9]=1[N:10]=[C:11]([O:15][CH3:16])[N:12]2[CH2:25][CH2:26][CH2:27][N:28]1[C:36](=[O:37])[C:35]2[C:30](=[CH:31][CH:32]=[CH:33][CH:34]=2)[C:29]1=[O:38] |f:1.2.3|. Reported procedure: 2-(Butyloxy)-8-(methyloxy)-9H-purin-6-amine (7.5 g, 31.6 mmol) was dissolved in DMF (100 ml) and potassium carbonate (4.37 g, 31.6 mmol) was added. After the suspension had been stirred at room temperature for 15 min., 2-(3-bromopropyl)-1H-isoindole-1,3(2H)-dione (8.00 g, 29.8 mmol) was added and the suspension was vigorously stirred at room temperature for 10 hours. The reaction mixture was extracted with ethyl acetate, washed with water, brine and dried. The crude material was recrystallized f... The reactants are Cc1ccccc1CBr, CN(C)C=O, Nc1nc(N)c2c(N3CCNCC3)cccc2n1. Product: Cc1ccccc1CN1CCN(c2cccc3nc(N)nc(N)c23)CC1. As a reaction SMILES: [CH3:19][c:20]1[c:21]([CH2:22][Br:23])[cH:24][cH:25][cH:26][cH:27]1.[CH3:28][N:29]([CH3:30])[CH:31]=[O:32].[N:1]1([c:7]2[c:8]3[c:9]([NH2:18])[n:10][c:11]([NH2:17])[n:12][c:13]3[cH:14][cH:15][cH:16]2)[CH2:2][CH2:3][NH:4][CH2:5][CH2:6]1>>[N:1]1([c:7]2[c:8]3[c:9]([NH2:18])[n:10][c:11]([NH2:17])[n:12][c:13]3[cH:14][cH:15][cH:16]2)[CH2:2][CH2:3][N:4]([CH2:22][c:21]2[c:20]([CH3:19])[cH:27][cH:26][cH:25][cH:24]2)[CH2:5][CH2:6]1. The reactants are C(C1=CC=CC=C1)(=O)N (benzamide), BrCC(=O)C1=CC=C(C(=O)OCC)C=C1 (ethyl 4-bromoacetylbenzoate). The product is C1(=CC=CC=C1)C=1OC=C(N1)C1=CC=C(C(=O)OCC)C=C1 (ethyl 4-(2-phenyl-4-oxazolyl)benzoate). Yield: 29.0%. RXN SMILES: [C:1]([NH2:9])(=[O:8])[C:2]1[CH:7]=[CH:6][CH:5]=[CH:4][CH:3]=1.Br[CH2:11][C:12]([C:14]1[CH:24]=[CH:23][C:17]([C:18]([O:20][CH2:21][CH3:22])=[O:19])=[CH:16][CH:15]=1)=O>>[C:2]1([C:1]2[O:8][CH:11]=[C:12]([C:14]3[CH:24]=[CH:23][C:17]([C:18]([O:20][CH2:21][CH3:22])=[O:19])=[CH:16][CH:15]=3)[N:9]=2)[CH:7]=[CH:6][CH:5]=[CH:4][CH:3]=1. Procedure: In the same manner as in Example 1, benzamide was reacted with ethyl 4-bromoacetylbenzoate to obtain ethyl 4-(2-phenyl-4-oxazolyl)benzoate. The product was recrystallized from ethanol. Yield: 29%. Pale yellow prisms. Melting Point: 110 to 112° C.